Dataset: the Open Reaction Database (ORD), a public repository of structured organic reaction records. Task: describe an organic reaction: reactants, conditions, products, and yield The reactants are C(C)OC1=C(C=C(C=N1)S(=O)(=O)N1CCN(CC1)CC)C=O (1-(6-Ethoxy-5-formyl-3-pyridylsulfonyl)-4-ethylpiperazine), NC=1C(=NN(C1CC)CC1=NC=CC=C1)C(=O)N (4-amino-5-ethyl-1-(2-pyridylmethyl)-1H-pyrazole-3-carboxamide). Solvent: C1(=CC=CC=C1)C (toluene). The product is C(C)OC1=C(C=C(C=N1)S(=O)(=O)N1CCN(CC1)CC)C1NC(C=2C(N1)=C(N(N2)CC2=NC=CC=C2)CC)=O (4-{6-Ethoxy-5-[3-ethyl-4,5,6,7-tetrahydro-7-oxo-2-(2-pyridylmethyl)-2H-pyrazolo[4,3-d]pyrimidin-5-yl]-3-pyridinylsulfonyl}-1-ethylpiperazine). Isolated yield 51.5%. As a reaction SMILES: [CH2:1]([O:3][C:4]1[N:9]=[CH:8][C:7]([S:10]([N:13]2[CH2:18][CH2:17][N:16]([CH2:19][CH3:20])[CH2:15][CH2:14]2)(=[O:12])=[O:11])=[CH:6][C:5]=1[CH:21]=O)[CH3:2].[NH2:23][C:24]1[C:25]([C:38]([NH2:40])=[O:39])=[N:26][N:27]([CH2:31][C:32]2[CH:37]=[CH:36][CH:35]=[CH:34][N:33]=2)[C:28]=1[CH2:29][CH3:30]>C1(C)C=CC=CC=1>[CH2:1]([O:3][C:4]1[N:9]=[CH:8][C:7]([S:10]([N:13]2[CH2:18][CH2:17][N:16]([CH2:19][CH3:20])[CH2:15][CH2:14]2)(=[O:11])=[O:12])=[CH:6][C:5]=1[CH:21]1[NH:23][C:24]2=[C:28]([CH2:29][CH3:30])[N:27]([CH2:31][C:32]3[CH:37]=[CH:36][CH:35]=[CH:34][N:33]=3)[N:26]=[C:25]2[C:38](=[O:39])[NH:40]1)[CH3:2]. Reported procedure: A solution of 1-(6-ethoxy-5-formyl-3-pyridylsulfonyl)-4-ethylpiperazine (1.1 g, 4.9 mmol, from step (a) above) and 4-amino-5-ethyl-1-(2-pyridylmethyl)-1H-pyrazole-3-carboxamide (1.2 g, 4.9 mmol) in toluene (10 mL) was heated to reflux for 4 hours and the solution was concentrated under vacuum. The resulting product was recrystallised from ethyl acetate to give a pale brown solid (1.4 g, 52%). Starting materials: ferrous sulfate heptahydrate, C(C(O)C(O)C(=O)O)(=O)O (tartaric acid), C(C)(C)(C)OO (t-butylhydroperoxide), CC(\C=C\CCC)O (trans-3-hepten-2-ol), C(C)(C)C(C(C(=O)[O-])(O)C(C)C)(O)C(=O)[O-] ((+)-Diisopropyltartrate). Reagents/catalysts: CC([O-])C.[Ti+4].CC([O-])C.CC([O-])C.CC([O-])C (titanium (IV) isopropoxide). Run in O (water), C(Cl)Cl (CH2Cl2), C(Cl)Cl (CH2Cl2), C(Cl)Cl (CH2Cl2). Run at temperature 0 celsius, time 30 minute. Product: C[C@@H]([C@H]1[C@H](CCC)O1)O (1(S)-methyl-2(S),3(S)-epoxyhexanol). Reaction SMILES: [CH:1]([C:4](C([O-])=O)(O)[C:5](C(C)C)(O)[C:6]([O-])=[O:7])(C)C.[C:17]([O:21]O)([CH3:20])([CH3:19])C.CC(O)/C=C/CCC.C(O)(=O)C(C(C(O)=O)O)O>C(Cl)Cl.O.CC(C)[O-].[Ti+4].CC(C)[O-].CC(C)[O-].CC(C)[O-]>[CH3:19][C@H:17]([OH:21])[C@@H:20]1[O:7][C@H:6]1[CH2:5][CH2:4][CH3:1] |f:6.7.8.9.10|. Procedure details: Powdered, activated molecular sieves (4 Å, 1.80 g) were suspended in 205 ml of CH2Cl2 and the suspension was cooled to about -30° C. (+)-Diisopropyltartrate (0.76 ml, 0.06 eq.) and titanium (IV) isopropoxide (0.88 ml, 0.05 eq.) was added to the cooled suspension via syringe. A 3.8 M CH2Cl2 solution of t-butylhydroperoxide (4.4 ml, 0.28 eq.) was then added dropwise to the suspension over 5 min. while the temperature of the suspension was maintained between -20° C. and -30° C. After 30 min., a CH2... Reaction SMILES: [CH3:1][C:2]1[CH2:22][S:21][C@@H:5]2[C@H:6]([NH:9][C:10]([C@H:12]([NH2:20])[C:13]3[CH:14]=[CH:15][C:16]([OH:19])=[CH:17][CH:18]=3)=[O:11])[C:7](=[O:8])[N:4]2[C:3]=1[C:23]([OH:25])=[O:24]>CN(C)C=O>[CH3:1][C:2]1[CH2:22][S:21][C@@H:5]2[C@H:6]([NH:9][C:10]([C@H:12]([NH2:20])[C:13]3[CH:14]=[CH:15][C:16]([OH:19])=[CH:17][CH:18]=3)=[O:11])[C:7](=[O:8])[N:4]2[C:3]=1[C:23]([OH:25])=[O:24].[CH3:1][C:2]1[CH2:22][S:21][C@@H:5]2[C@H:6]([NH:9][C:10]([C@H:12]([NH2:20])[C:13]3[CH:18]=[CH:17][C:16]([OH:19])=[CH:15][CH:14]=3)=[O:11])[C:7](=[O:8])[N:4]2[C:3]=1[C:23]([OH:25])=[O:24].[OH2:8] |f:3.4|. Procedure details: By employing the preferred reaction conditions described above, the present invention makes possible the production of primary grade cefadroxil in yields of up to about 90% (activity yields) and subsequent conversion of said cefadroxil or its dimethylformamide solvate to cefadroxil monohydrate in activity yields of up to about 83%. Overall yields of cefadroxil monohydrate from 7-ADCA range up to about 75% without taking into account the additional ~5% yield possible if a second crop of monohydra... Yields the product CC1=C(N2[C@@H]([C@@H](C2=O)NC(=O)[C@@H](C=3C=CC(=CC3)O)N)SC1)C(=O)O (cefadroxil), CC1=C(N2[C@@H]([C@@H](C2=O)NC(=O)[C@@H](C3=CC=C(C=C3)O)N)SC1)C(=O)O.O (cefadroxil monohydrate). The reactants are CC1=C(N2[C@@H]([C@@H](C2=O)NC(=O)[C@@H](C=3C=CC(=CC3)O)N)SC1)C(=O)O (cefadroxil). Solvent: CN(C=O)C (dimethylformamide). Reactants: C(N)(=O)C1=C(C(=CN1)C(=O)OCC)C1=CC=C(C=C1)[N+](=O)[O-] (ethyl 5-carbamoyl-4-(4-nitrophenyl)-1H-pyrrole-3-carboxylate), S(O)(O)(=O)=O (sulfuric acid). Run in ice water. Run at time 30 minute. The product is C(N)(=O)C1=C(C(=CN1)C(=O)O)C1=CC=C(C=C1)[N+](=O)[O-] (5-carbamoyl-4-(4-nitrophenyl)-1H-pyrrole-3-carboxylic acid). Isolated yield 88.6%. RXN SMILES: [C:1]([C:4]1[NH:8][CH:7]=[C:6]([C:9]([O:11]CC)=[O:10])[C:5]=1[C:14]1[CH:19]=[CH:18][C:17]([N+:20]([O-:22])=[O:21])=[CH:16][CH:15]=1)(=[O:3])[NH2:2].S(=O)(=O)(O)O>>[C:1]([C:4]1[NH:8][CH:7]=[C:6]([C:9]([OH:11])=[O:10])[C:5]=1[C:14]1[CH:15]=[CH:16][C:17]([N+:20]([O-:22])=[O:21])=[CH:18][CH:19]=1)(=[O:3])[NH2:2]. Procedure: A solution of 2.8 g (9.232 mmol) of ethyl 5-carbamoyl-4-(4-nitrophenyl)-1H-pyrrole-3-carboxylate in 33.6 cm3 (0.614 mol) of concentrated sulfuric acid is heated at a temperature in the region of 80° C. for 2 hours. The reaction mixture is poured slowly and with stirring into 350 cm3 of ice-water. After stirring for 30 minutes, the reaction mixture is filtered through a No 3 sinter funnel. The solid is washed with 4 times 100 cm3 of ice-water and then dried under reduced pressure (2.7 kPa) at a t...